The task is: describe an organic reaction: reactants, conditions, products, and yield. This data is from the Open Reaction Database (ORD), a public repository of structured organic reaction records. Reported procedure: The condensation of (R)-4-(5-amino-2-fluoro-phenyl)-5,5-difluoro-4-methyl-5,6-dihydro-4H-[1,3]oxazin-2-ylamine (intermediate XI-1) and 3-(2,2,2-trifluoro-ethoxy)-pyridine-2-carboxylic acid following procedure I yielded the title compound. MS (ISP): m/z=463.1 [M+H]+. The 3-(2,2,2-trifluoro-ethoxy)-pyridine-2-carboxylic acid was prepared as follows: Product: NC=1OCC([C@@](N1)(C)C=1C=C(C=CC1F)NC(=O)C1=NC=CC=C1OCC(F)(F)F)(F)F (3-(2,2,2-Trifluoro-ethoxy)-pyridine-2-carboxylic acid [3-((R)-2-amino-5,5-difluoro-4-methyl-5,6-dihydro-4H-[1,3]oxazin-4-yl)-4-fluoro-phenyl]-amide). Reactants: NC=1C=CC(=C(C1)[C@]1(N=C(OCC1(F)F)N)C)F ((R)-4-(5-amino-2-fluoro-phenyl)-5,5-difluoro-4-methyl-5,6-dihydro-4H-[1,3]oxazin-2-ylamine), FC(COC=1C(=NC=CC1)C(=O)O)(F)F (3-(2,2,2-trifluoro-ethoxy)-pyridine-2-carboxylic acid). Reaction SMILES: [NH2:1][C:2]1[CH:3]=[CH:4][C:5]([F:18])=[C:6]([C@:8]2([CH3:17])[C:13]([F:15])([F:14])[CH2:12][O:11][C:10]([NH2:16])=[N:9]2)[CH:7]=1.[F:19][C:20]([F:33])([F:32])[CH2:21][O:22][C:23]1[C:24]([C:29](O)=[O:30])=[N:25][CH:26]=[CH:27][CH:28]=1>>[NH2:16][C:10]1[O:11][CH2:12][C:13]([F:14])([F:15])[C@:8]([C:6]2[CH:7]=[C:2]([NH:1][C:29]([C:24]3[C:23]([O:22][CH2:21][C:20]([F:33])([F:32])[F:19])=[CH:28][CH:27]=[CH:26][N:25]=3)=[O:30])[CH:3]=[CH:4][C:5]=2[F:18])([CH3:17])[N:9]=1. The yield is 36.8%. Reactants: FC1=CC=CC(=N1)C1=NN(C2=CN=C(C=C21)C=2C=NN(C2)C)C2OCCCC2 (3-(6-fluoropyridin-2-yl)-5-(1-methyl-1H-pyrazol-4-yl)-1-(tetrahydro-2H-pyran-2-yl)-1H-pyrazolo[3,4-c]pyridine), N1CCC(CC1)NC(OC(C)(C)C)=O (tert-butyl piperidin-4-ylcarbamate). RXN SMILES: F[C:2]1[N:7]=[C:6]([C:8]2[C:16]3[C:11](=[CH:12][N:13]=[C:14]([C:17]4[CH:18]=[N:19][N:20]([CH3:22])[CH:21]=4)[CH:15]=3)[N:10](C3CCCCO3)[N:9]=2)[CH:5]=[CH:4][CH:3]=1.[NH:29]1[CH2:34][CH2:33][CH:32]([NH:35]C(=O)OC(C)(C)C)[CH2:31][CH2:30]1>>[CH3:22][N:20]1[CH:21]=[C:17]([C:14]2[CH:15]=[C:16]3[C:8]([C:6]4[N:7]=[C:2]([N:29]5[CH2:34][CH2:33][CH:32]([NH2:35])[CH2:31][CH2:30]5)[CH:3]=[CH:4][CH:5]=4)=[N:9][NH:10][C:11]3=[CH:12][N:13]=2)[CH:18]=[N:19]1. The product is CN1N=CC(=C1)C=1C=C2C(=CN1)NN=C2C2=CC=CC(=N2)N2CCC(CC2)N (1-(6-(5-(1-methyl-1H-pyrazol-4-yl)-1H-pyrazolo[3,4-c]pyridin-3-yl)pyridin-2-yl)piperidin-4-amine). Procedure: Following the procedures as described in Example 189, 3-(6-fluoropyridin-2-yl)-5-(1-methyl-1H-pyrazol-4-yl)-1-(tetrahydro-2H-pyran-2-yl)-1H-pyrazolo[3,4-c]pyridine and tert-butyl piperidin-4-ylcarbamate were reacted and the product was deprotected to give 174 as a white solid (36.8% over two steps). 1H NMR (400 MHz, DMSO) δ 1H NMR (400 MHz, DMSO) δ 9.03 (d, J=1.2 Hz, 1H), 8.54 (d, J=1.3 Hz, 1H), 8.12 (s, 1H), 7.82 (s, 1H), 7.63 (dd, J=8.4, 7.5 Hz, 1H), 7.41 (d, J=7.3 Hz, 1H), 6.86 (d, J=8.5 Hz, ... Run at time 8 hour. Reactants: Cl.ClC1=C(N=CN1C)CCl (5-chloro-4-(chloromethyl)-1-methyl-1H-imidazole hydrochloride), CC1=CC(=NC(=N1)S)O (6-methyl-2-sulfanylpyrimidin-4-ol), C([O-])([O-])=O.[K+].[K+] (potassium carbonate). Yield: 246.2%. Product: ClC1=C(N=CN1C)CSC1=NC(=CC(=N1)O)C (2-{[(5-chloro-1-methyl-1H-imidazol-4-yl)methyl]sulfanyl}-6-methylpyrimidin-4-ol). As a reaction SMILES: Cl.[Cl:2][C:3]1[N:7]([CH3:8])[CH:6]=[N:5][C:4]=1[CH2:9]Cl.[CH3:11][C:12]1[N:17]=[C:16]([SH:18])[N:15]=[C:14]([OH:19])[CH:13]=1.C(=O)([O-])[O-].[K+].[K+]>CC(C)=O>[Cl:2][C:3]1[N:7]([CH3:8])[CH:6]=[N:5][C:4]=1[CH2:9][S:18][C:16]1[N:15]=[C:14]([OH:19])[CH:13]=[C:12]([CH3:11])[N:17]=1 |f:0.1,3.4.5|. Solvent: CC(=O)C (acetone). Procedure details: A mixture of 5-chloro-4-(chloromethyl)-1-methyl-1H-imidazole hydrochloride (463 mg, 2.3 mmol), 6-methyl-2-sulfanylpyrimidin-4-ol (213 mg, 1.5 mmol), and potassium carbonate (1.1 g, 8.0 mmol) in acetone (15 mL) was stirred at room temperature overnight. The solid material was removed by filtration and washed with 50% acetone/MeOH (2×15 mL). The filtrate was recovered and evaporated. The crude product was purified by flash chromatography (0-10% MeOH/DCM and 0-6% MeOH/DCM), affording 2-{[(5-chloro-... Reactants: COC(=O)CCc1ccc(OCC(C)c2sc(-c3ccc(C(F)(F)F)cc3)nc2C(C)C)cc1C, CCOCC, Cl, [Na+], C1CCOC1, [OH-]. Product: Cc1cc(OCC(C)c2sc(-c3ccc(C(F)(F)F)cc3)nc2C(C)C)ccc1CCC(=O)O. RXN SMILES: [CH3:1][O:2][C:3]([CH2:4][CH2:5][c:6]1[c:7]([CH3:34])[cH:8][c:9]([O:12][CH2:13][CH:14]([CH3:15])[c:16]2[c:17]([CH:31]([CH3:32])[CH3:33])[n:18][c:19](-[c:21]3[cH:22][cH:23][c:24]([C:27]([F:28])([F:29])[F:30])[cH:25][cH:26]3)[s:20]2)[cH:10][cH:11]1)=[O:35].[CH3:44][CH2:45][O:46][CH2:47][CH3:48].[ClH:38].[Na+:37].[O:39]1[CH2:40][CH2:41][CH2:42][CH2:43]1.[OH-:36]>>[O:2]=[C:3]([CH2:4][CH2:5][c:6]1[c:7]([CH3:34])[cH:8][c:9]([O:12][CH2:13][CH:14]([CH3:15])[c:16]2[c:17]([CH:31]([CH3:32])[CH3:33])[n:18][c:19](-[c:21]3[cH:22][cH:23][c:24]([C:27]([F:28])([F:29])[F:30])[cH:25][cH:26]3)[s:20]2)[cH:10][cH:11]1)[OH:35]. The reactants are heteroaryl, FC1=C(C=CC(=C1)F)C=1N=C2OC=CN2C1I (6-(2,4-difluorophenyl)-5-iodoimidazo[2,1-b]oxazole), C(C)(C)[Mg]Cl (i-PrMgCl), IC=1C=CC=2N(N1)C(=NN2)C(C)C (6-iodo-3-isopropyl-[1,2,4]triazolo[4,3-b]pyridazine), CN(C)C=O (DMF). Conditions: temperature -50 celsius, time 15 minute. Isolated yield 24.8%. Procedure details: In a dry three-neck flask, 6-(2,4-difluorophenyl)-5-iodoimidazo[2,1-b]oxazole (15.0 g, 43.3 mmol, Preparation #C.1) was dissolved in THF (113 mL) under an atmosphere of nitrogen. The reaction mixture was cooled to about −50° C. and then i-PrMgCl (2.0 M in THF, 15.3 mL, 30.5 mmol) was added dropwise. The reaction mixture was stirred at about −50° C. for about 15 min. In a separate dry flask, zinc chloride (7.98 g, 58.5 mmol) was dissolved in THF (88 mL). The zinc chloride solution was added dropw... RXN SMILES: [F:1][C:2]1[CH:7]=[C:6]([F:8])[CH:5]=[CH:4][C:3]=1[C:9]1[N:10]=[C:11]2[N:15]([C:16]=1I)[CH:14]=[CH:13][O:12]2.C([Mg]Cl)(C)C.I[C:24]1[CH:25]=[CH:26][C:27]2[N:28]([C:30]([CH:33]([CH3:35])[CH3:34])=[N:31][N:32]=2)[N:29]=1.CN(C=O)C>C1COCC1.[Cl-].[Zn+2].[Cl-].C1C=CC([P]([Pd]([P](C2C=CC=CC=2)(C2C=CC=CC=2)C2C=CC=CC=2)([P](C2C=CC=CC=2)(C2C=CC=CC=2)C2C=CC=CC=2)[P](C2C=CC=CC=2)(C2C=CC=CC=2)C2C=CC=CC=2)(C2C=CC=CC=2)C2C=CC=CC=2)=CC=1>[F:1][C:2]1[CH:7]=[C:6]([F:8])[CH:5]=[CH:4][C:3]=1[C:9]1[N:10]=[C:11]2[N:15]([C:16]=1[C:24]1[CH:25]=[CH:26][C:27]3[N:28]([C:30]([CH:33]([CH3:35])[CH3:34])=[N:31][N:32]=3)[N:29]=1)[CH:14]=[CH:13][O:12]2 |f:5.6.7,^1:52,54,73,92|. The reagents and catalysts are [Cl-].[Zn+2].[Cl-] (zinc chloride), C=1C=CC(=CC1)[P](C=2C=CC=CC2)(C=3C=CC=CC3)[Pd]([P](C=4C=CC=CC4)(C=5C=CC=CC5)C=6C=CC=CC6)([P](C=7C=CC=CC7)(C=8C=CC=CC8)C=9C=CC=CC9)[P](C=1C=CC=CC1)(C=1C=CC=CC1)C=1C=CC=CC1 (Pd(Ph3P)4), [Cl-].[Zn+2].[Cl-] (zinc chloride). The solvent is C1CCOC1 (THF), C1CCOC1 (THF). The product is FC1=C(C=CC(=C1)F)C=1N=C2OC=CN2C1C=1C=CC=2N(N1)C(=NN2)C(C)C (6-(2,4-Difluorophenyl)-5-(3-isopropyl-[1,2,4]triazolo[4,3-b]pyridazin-6-yl)imidazo[2,1-b]oxazole). Starting materials: CCOC(=O)c1ccc(Oc2ccc3c(c2)COB3O)cc1OC, CO, Cl, [Na+], [OH-], O. Yields the product COc1cc(Oc2ccc3c(c2)COB3O)ccc1C(=O)O. Reaction SMILES: [CH2:1]([CH3:2])[O:3][C:4]([c:5]1[c:6]([O:22][CH3:23])[cH:7][c:8]([O:11][c:12]2[cH:13][c:14]3[c:15]([cH:20][cH:21]2)[B:16]([OH:19])[O:17][CH2:18]3)[cH:9][cH:10]1)=[O:24].[CH3:28][OH:29].[ClH:27].[Na+:26].[OH-:25].[OH2:30]>>[O:3]=[C:4]([c:5]1[c:6]([O:22][CH3:23])[cH:7][c:8]([O:11][c:12]2[cH:13][c:14]3[c:15]([cH:20][cH:21]2)[B:16]([OH:19])[O:17][CH2:18]3)[cH:9][cH:10]1)[OH:24]. Reactants: CS(=O)(=O)C=1C=C2C=CN(C2=CC1)C1=CC=C(C=N1)COC1CCN(CC1)C#N (4-((6-(5-(methylsulfonyl)-1H-indol-1-yl)pyridin-3-yl)methoxy) piperidine-1-carbonitrile), CS(=O)(=O)C=1C=C2C=CN(C2=CC1)C1=CC=C(C=N1)COC1CCN(CC1)C#N (4-((6-(5-(methylsulfonyl)-1H-indol-1-yl)pyridin-3-yl)methoxy) piperidine-1-carbonitrile), ONC(C)=N (N-hydroxyacetimidamide). The product is CC1=NOC(=N1)N1CCC(CC1)OCC=1C=NC(=CC1)N1C=CC2=CC(=CC=C12)S(=O)(=O)C (3-Methyl-5-(4-((6-(5-(methylsulfonyl)-1H-indol-1-yl)pyridin-3-yl)methoxy) piperidin-1-yl)-1,2,4-oxadiazole). RXN SMILES: [CH3:1][S:2]([C:5]1[CH:6]=[C:7]2[C:11](=[CH:12][CH:13]=1)[N:10]([C:14]1[N:19]=[CH:18][C:17]([CH2:20][O:21][CH:22]3[CH2:27][CH2:26][N:25]([C:28]#[N:29])[CH2:24][CH2:23]3)=[CH:16][CH:15]=1)[CH:9]=[CH:8]2)(=[O:4])=[O:3].[OH:30][NH:31][C:32](=N)[CH3:33]>>[CH3:33][C:32]1[N:29]=[C:28]([N:25]2[CH2:24][CH2:23][CH:22]([O:21][CH2:20][C:17]3[CH:18]=[N:19][C:14]([N:10]4[C:11]5[C:7](=[CH:6][C:5]([S:2]([CH3:1])(=[O:3])=[O:4])=[CH:13][CH:12]=5)[CH:8]=[CH:9]4)=[CH:15][CH:16]=3)[CH2:27][CH2:26]2)[O:30][N:31]=1. Procedure: The title compound was prepared by following the similar procedure as described in Example-4 using 4-((6-(5-(methylsulfonyl)-1H-indol-1-yl)pyridin-3-yl)methoxy)piperidine-1-carbonitrile (intermediate 38) and N-hydroxyacetimidamide (0.014 g, 8%). Reactants: ClC1=CC=CC(=N1)CC(=O)N(N(F)F)F (2-(6-Chloro-2-pyridyl)trifluoroacetic acid, hydrazide), C(C)(=O)Cl (acetyl chloride). Yields the product ClC1=CC=CC(=N1)CC(=O)NN (2-(6-Chloro-2-pyridyl)acetic acid, hydrazide). RXN SMILES: [Cl:1][C:2]1[N:7]=[C:6]([CH2:8][C:9]([N:11](F)[N:12](F)F)=[O:10])[CH:5]=[CH:4][CH:3]=1.C(Cl)(=O)C>>[Cl:1][C:2]1[N:7]=[C:6]([CH2:8][C:9]([NH:11][NH2:12])=[O:10])[CH:5]=[CH:4][CH:3]=1. Procedure details: A 4.3 g. portion of 2-chloro-6-hydrazinopyridine (prepared in Example 1) is treated with acetyl chloride by the procedure of Example 2. The reaction mixture is evaporated to dryness and the solid is treated with a saturated aqueous solution of sodium bicarbonate and filtered to yield 5.33 g. of crude product. The material is recrystallized from acetone to yield 3.70 g. of the product of the Example m.p. 220°-225° C. Reactants: C(OC(C)(C)C)(OC(C)(C)C)=O (di-tert-butyl carbonate), C([O-])([O-])=O.[Na+].[Na+] (sodium carbonate), C(C1=CC=CC=C1)N1CC(C(CC1)=O)(C)C (1-benzyl-3,3-dimethylpiperidin-4-one). Reaction conditions: time 1 hour. RXN SMILES: C([N:8]1[CH2:13][CH2:12][C:11](=[O:14])[C:10]([CH3:16])([CH3:15])[CH2:9]1)C1C=CC=CC=1.[C:17](=[O:28])([O:23][C:24]([CH3:27])([CH3:26])[CH3:25])OC(C)(C)C.C(=O)([O-])[O-].[Na+].[Na+]>C(OCC)(=O)C.C(O)C.[Pd]>[C:17]([N:8]1[CH2:13][CH2:12][C:11](=[O:14])[C:10]([CH3:16])([CH3:15])[CH2:9]1)([O:23][C:24]([CH3:25])([CH3:26])[CH3:27])=[O:28] |f:2.3.4,5.6|. The yield is 90.6%. Procedure: To a solution of 1-benzyl-3,3-dimethylpiperidin-4-one (0.217 g, 1.00 mmol, 1.0 eq) in ethyl acetate-ethanol (1:1, 10 mL) was added palladium on carbon (approximately 0.100 g). The reaction was purged with nitrogen followed by hydrogen and stirred under an atmosphere of hydrogen for 1 hour. The reaction was purged with nitrogen and di-tert-butyl carbonate (0.327 g, 1.50 mmol, 1.5 eq) and sodium carbonate (0.212 g, 2.00 mmol, 2.0 eq) were added. The solution was stirred at room temperature for 1.5... Run in C(C)(=O)OCC.C(C)O (ethyl acetate ethanol). Reagents/catalysts: [Pd] (palladium on carbon). The product is C(=O)(OC(C)(C)C)N1CC(C(CC1)=O)(C)C (1-Boc-3,3-dimethylpiperidin-4-one).